Dataset: the Open Reaction Database (ORD), a public repository of structured organic reaction records. Task: describe an organic reaction: reactants, conditions, products, and yield The reactants are N(=[N+]=[N-])C(C(=O)OCC)C(C(C(F)(F)Cl)(F)Cl)C (ethyl 2-azido-3-methyl-4,5-dichloro-4,5,5-trifluoropentanoate). Reagents/catalysts: [Pd] (palladium). Run in C(C)O (ethanol). The product is NC(C(=O)OCC)C(C(C(F)(F)Cl)(F)Cl)C (ethyl 2-amino-3-methyl-4,5-dichloro-4,5,5-trifluoropentanoate). Isolated yield 52.9%. As a reaction SMILES: [N:1]([CH:4]([CH:10]([CH3:18])[C:11]([Cl:17])([F:16])[C:12]([Cl:15])([F:14])[F:13])[C:5]([O:7][CH2:8][CH3:9])=[O:6])=[N+]=[N-]>C(O)C.[Pd]>[NH2:1][CH:4]([CH:10]([CH3:18])[C:11]([Cl:17])([F:16])[C:12]([Cl:15])([F:14])[F:13])[C:5]([O:7][CH2:8][CH3:9])=[O:6]. Reported procedure: In 30 ml of ethanol, 2.14 g (0.0070 mol) of ethyl 2-azido-3-methyl-4,5-dichloro-4,5,5-trifluoropentanoate and 0.61 g of 5% palladium-containing activated carbon were placed and bubbled with hydrogen gas (at a flow rate of 15 ml/min) for 22 hours. Consequently there was obtained 1.04 g (0.0037 mol, yield of 53% of ethyl 2-amino-3-methyl-4,5-dichloro-4,5,5-trifluoropentanoate having b.p. 71° C./2 mm, nD20 1.4328, νNH2 3398 and 3327 cm-1 and νC=O 1740 cm-1. Reactants: CC1(C)C2CCC1(CS(=O)(=O)O)C(=O)C2, CC(C)O, CNC(=O)c1cccc(F)c1Nc1nc(Cl)ncc1Cl, COCCN1C(=O)CCCc2ccc(N)cc21. Product: CNC(=O)c1cccc(F)c1Nc1nc(Nc2ccc3c(c2)N(CCOC)C(=O)CCC3)ncc1Cl. RXN SMILES: [C:38]12([CH2:39][S:40]([OH:41])(=[O:42])=[O:43])[C:44]([CH3:45])([CH3:46])[CH:47]([CH2:48][CH2:49]1)[CH2:50][C:51]2=[O:52].[CH:53]([OH:54])([CH3:55])[CH3:56].[Cl:18][c:19]1[n:20][cH:21][c:22]([Cl:37])[c:23]([NH:25][c:26]2[c:27]([C:28](=[O:29])[NH:30][CH3:31])[cH:32][cH:33][cH:34][c:35]2[F:36])[n:24]1.[NH2:1][c:2]1[cH:3][c:4]2[c:5]([cH:16][cH:17]1)[CH2:6][CH2:7][CH2:8][C:9](=[O:15])[N:10]2[CH2:11][CH2:12][O:13][CH3:14]>>[NH:1]([c:2]1[cH:3][c:4]2[c:5]([cH:16][cH:17]1)[CH2:6][CH2:7][CH2:8][C:9](=[O:15])[N:10]2[CH2:11][CH2:12][O:13][CH3:14])[c:19]1[n:20][cH:21][c:22]([Cl:37])[c:23]([NH:25][c:26]2[c:27]([C:28](=[O:29])[NH:30][CH3:31])[cH:32][cH:33][cH:34][c:35]2[F:36])[n:24]1. Starting materials: O=C([O-])[O-], CN(C)C=O, COc1cc2c(Oc3cc4ccccc4nc3C)ccnc2cc1OCCCl, [K+], [K+], O, c1c[nH]cn1. The product is COc1cc2c(Oc3cc4ccccc4nc3C)ccnc2cc1OCCn1ccnc1. As a reaction SMILES: [C:34](=[O:35])([O-:36])[O-:37].[CH3:1][N:2]([CH3:3])[CH:4]=[O:5].[Cl:6][CH2:7][CH2:8][O:9][c:10]1[c:11]([O:32][CH3:33])[cH:12][c:13]2[c:14]([O:20][c:21]3[c:22]([CH3:31])[n:23][c:24]4[cH:25][cH:26][cH:27][cH:28][c:29]4[cH:30]3)[cH:15][cH:16][n:17][c:18]2[cH:19]1.[K+:38].[K+:39].[OH2:45].[nH:40]1[cH:41][n:42][cH:43][cH:44]1>>[CH2:7]([CH2:8][O:9][c:10]1[c:11]([O:32][CH3:33])[cH:12][c:13]2[c:14]([O:20][c:21]3[c:22]([CH3:31])[n:23][c:24]4[cH:25][cH:26][cH:27][cH:28][c:29]4[cH:30]3)[cH:15][cH:16][n:17][c:18]2[cH:19]1)[n:40]1[cH:41][n:42][cH:43][cH:44]1. Starting materials: C(C(=O)Cl)(=O)Cl (oxalyl chloride), C(C)OC(=O)N1CC2=C(CC1)C(=C(S2)N)C#N (2-amino-3-cyano-4,7-dihydro-5H-thieno[2,3-c]pyridine-6-carboxylic acid ethyl ester), C(C)(C)N(CC)C(C)C (Diisopropyl ethyl amine), C(CCC1=CC=CC=C1)(=O)O (hydrocinnamic acid), CN(C)C=O (DMF). The solvent is ClCCl (dichloromethane), ClCCl (dichloromethane). Run at time 1 hour. The product is C(C)OC(=O)N1CC2=C(CC1)C(=C(S2)NC(CCC2=CC=CC=C2)=O)C#N (3-Cyano-2-(3-phenyl-propanoylamino)-4,7-dihydro-5H-thieno[2,3-c]pyridine-6-carboxylic acid ethyl ester). As a reaction SMILES: [C:1]([OH:11])(=O)[CH2:2][CH2:3][C:4]1[CH:9]=[CH:8][CH:7]=[CH:6][CH:5]=1.CN(C=O)C.C(Cl)(=O)C(Cl)=O.[CH2:23]([O:25][C:26]([N:28]1[CH2:33][CH2:32][C:31]2[C:34]([C:38]#[N:39])=[C:35]([NH2:37])[S:36][C:30]=2[CH2:29]1)=[O:27])[CH3:24].C(N(C(C)C)CC)(C)C>ClCCl>[CH2:23]([O:25][C:26]([N:28]1[CH2:33][CH2:32][C:31]2[C:34]([C:38]#[N:39])=[C:35]([NH:37][C:1](=[O:11])[CH2:2][CH2:3][C:4]3[CH:5]=[CH:6][CH:7]=[CH:8][CH:9]=3)[S:36][C:30]=2[CH2:29]1)=[O:27])[CH3:24]. Procedure: In a sealed test tube hydrocinnamic acid (1.5 mmol) is suspended in a mixture of DMF (0.15 mmol) and dichloromethane (7.5 mL). A solution of oxalyl chloride (3.0 mmol) in dichloromethane (7.5 mL) is then added and the mixture stirred for 1 h at room temperature. After that, the solvents and excess of oxalyl chloride are removed in vacuo, the residue is dissolved in toulene (7.5 mL) and added to 2-amino-3-cyano-4,7-dihydro-5H-thieno[2,3-c]pyridine-6-carboxylic acid ethyl ester (1 mmol) in a vial ... Product: COc1ccc(-n2nc(C(F)(F)F)c3c2C(=O)N(c2ccc(I)cc2)CC3)c(C(=O)NCCC2CCCN2C)c1. RXN SMILES: [CH3:1][O:2][C:3]([c:4]1[c:5](-[n:12]2[n:13][c:14]([C:29]([F:30])([F:31])[F:32])[c:15]3[c:16]2[C:17](=[O:28])[N:18]([c:21]2[cH:22][cH:23][c:24]([I:27])[cH:25][cH:26]2)[CH2:19][CH2:20]3)[cH:6][cH:7][c:8]([O:10][CH3:11])[cH:9]1)=[O:33].[CH3:34][N:35]1[CH:36]([CH2:40][CH2:41][NH2:42])[CH2:37][CH2:38][CH2:39]1.[OH2:43].[OH:44][CH2:45][CH2:46][OH:47]>>[O:2]=[C:3]([c:4]1[c:5](-[n:12]2[n:13][c:14]([C:29]([F:30])([F:31])[F:32])[c:15]3[c:16]2[C:17](=[O:28])[N:18]([c:21]2[cH:22][cH:23][c:24]([I:27])[cH:25][cH:26]2)[CH2:19][CH2:20]3)[cH:6][cH:7][c:8]([O:10][CH3:11])[cH:9]1)[NH:42][CH2:41][CH2:40][CH:36]1[N:35]([CH3:34])[CH2:39][CH2:38][CH2:37]1. The reactants are COC(=O)c1cc(OC)ccc1-n1nc(C(F)(F)F)c2c1C(=O)N(c1ccc(I)cc1)CC2, CN1CCCC1CCN, O, OCCO. Starting materials: ClC(Cl)Cl, [Ca+2], CN1C(=O)NC(=O)C12Cc1ccc(NC(=O)CN3C(=O)C(C)(C)SCC3c3cc(F)cc(F)c3)cc1C2, [OH-], [OH-], O=C(OO)c1cccc(Cl)c1. Yields the product CC1(C)SCC(c2cc(F)cc(F)c2)NC1=O. As a reaction SMILES: [CH:52]([Cl:53])([Cl:54])[Cl:55].[Ca+2:50].[F:1][c:2]1[cH:3][c:4]([CH:9]2[N:10]([CH2:18][C:19]([NH:20][c:21]3[cH:22][c:23]4[c:24]([cH:25][cH:26]3)[CH2:27][C:28]3([C:29](=[O:30])[NH:31][C:32](=[O:33])[N:34]3[CH3:35])[CH2:36]4)=[O:37])[C:11](=[O:17])[C:12]([CH3:15])([CH3:16])[S:13][CH2:14]2)[cH:5][c:6]([F:8])[cH:7]1.[OH-:49].[OH-:51].[OH:38][O:39][C:40]([c:41]1[cH:42][c:43]([Cl:44])[cH:45][cH:46][cH:47]1)=[O:48]>>[F:1][c:2]1[cH:3][c:4]([CH:9]2[NH:10][C:11](=[O:17])[C:12]([CH3:15])([CH3:16])[S:13][CH2:14]2)[cH:5][c:6]([F:8])[cH:7]1. The reactants are CC(=CCO)C[N+](=O)[O-], BrP(Br)Br, c1ccccc1. Yields the product CC(=CCBr)C[N+](=O)[O-]. As a reaction SMILES: [N+:1](=[O:2])([O-:3])[CH2:4][C:5](=[CH:6][CH2:7][OH:8])[CH3:9].[P:10]([Br:11])([Br:12])[Br:13].[cH:14]1[cH:15][cH:16][cH:17][cH:18][cH:19]1>>[N+:1](=[O:2])([O-:3])[CH2:4][C:5](=[CH:6][CH2:7][Br:11])[CH3:9]. The reactants are COC(C1=CC=C(C=C1)C(CCC)N1C=NC=C1)=O (4-[1-(1-imidazolyl)-butyl]benzoic acid methyl ester). Solvent: Cl (hydrochloric acid). Product: N1(C=NC=C1)C(CCC)C1=CC=C(C(=O)O)C=C1 (4-[1-(1-Imidazolyl)-butyl]-benzoic acid). As a reaction SMILES: C[O:2][C:3](=[O:19])[C:4]1[CH:9]=[CH:8][C:7]([CH:10]([N:14]2[CH:18]=[CH:17][N:16]=[CH:15]2)[CH2:11][CH2:12][CH3:13])=[CH:6][CH:5]=1>Cl>[N:14]1([CH:10]([C:7]2[CH:8]=[CH:9][C:4]([C:3]([OH:19])=[O:2])=[CH:5][CH:6]=2)[CH2:11][CH2:12][CH3:13])[CH:18]=[CH:17][N:16]=[CH:15]1. Procedure details: 23 g of the ester of example 1 is refluxed in 200 ml of concentrated hydrochloric acid for 20 hours. After concentration by evaporation in a vacuum, the residue is dissolved in water and brought to pH 8 with 50% sodium hydroxide solution. Then it is adjusted to pH 5-6 with 1M hydrochloric acid and evaporated to dryness. The crystalline residue is boiled several times with ethyl acetate and filtered. After concentration by evaporation, 20 g of 4-[1-(1-imidazolyl)-butyl]-benzoic acid with a meltin...